This data is from the Open Reaction Database (ORD), a public repository of structured organic reaction records. The task is: describe an organic reaction: reactants, conditions, products, and yield Reactants: [BH4-], Cc1cccc2c1C(=O)OC2, Cl, [Li+], C1CCOC1. Yields the product Cc1cccc(CO)c1CO. As a reaction SMILES: [BH4-:12].[CH3:1][c:2]1[cH:3][cH:4][cH:5][c:6]2[c:10]1[C:9](=[O:11])[O:8][CH2:7]2.[ClH:14].[Li+:13].[O:15]1[CH2:16][CH2:17][CH2:18][CH2:19]1>>[CH3:1][c:2]1[cH:3][cH:4][cH:5][c:6]([CH2:7][OH:8])[c:10]1[CH2:9][OH:11]. The reactants are C(C=C)N1CCCC2CCCCC12 (N-allyl decahydroquinoline), C(C=C)Br (allyl bromide), C(C=C)Br (allyl bromide). Solvent: C(C)OCC (diethyl ether), C(C)OCC (diethyl ether). Conditions: temperature 5 celsius, time 24 hour. The product is [Br-].C(C=C)[N+]1(CCCC2CCCCC12)CC=C (N,N-diallyl decahydroquinolinium bromide). The yield is 65.1%. Reaction SMILES: [CH2:1]([N:4]1[CH:13]2[CH:8]([CH2:9][CH2:10][CH2:11][CH2:12]2)[CH2:7][CH2:6][CH2:5]1)[CH:2]=[CH2:3].[CH2:14]([Br:17])[CH:15]=[CH2:16]>C(OCC)C>[Br-:17].[CH2:1]([N+:4]1([CH2:16][CH:15]=[CH2:14])[CH:13]2[CH:8]([CH2:9][CH2:10][CH2:11][CH2:12]2)[CH2:7][CH2:6][CH2:5]1)[CH:2]=[CH2:3] |f:3.4|. Procedure: To a 500 mL 3-necked round-bottomed flask, was added 24.0 g of decahydroquinoline dissolved in 150 mL acetone. To this mixture was added 29.7 g of powdered anhydrous potassium carbonate. The reaction mixture was cooled to 5° C. with an ice bath. While stirring, 20.8 g of allyl bromide in 50 mL acetone was added slowly to the reaction mixture. After addition was complete, the reaction mixture was allowed to stir at room temperature for 24 hours. The reaction mixture was filtered, and the solvent ... The reactants are C1(CCCC2=CC=CC=C12)=O (3,4-dihydro-1(2H)-napthalenone), ice water, C(C)(=O)O (acetic acid), C(OCC)(OCC)=O (diethyl carbonate), [H-].[Na+] (sodium hydride). The solvent is C1(=CC=CC=C1)C (toluene), C1(=CC=CC=C1)C (toluene). Reaction conditions: temperature 50 celsius, time 30 minute. The product is O=C1C(CCC2=CC=CC=C12)C(=O)OCC (ethyl 1,2,3,4-tetrahydro-1-oxo-2-naphthalenecarboxylate). Isolated yield 63.0%. Reaction SMILES: [C:1](=[O:8])([O:5][CH2:6][CH3:7])OCC.[H-].[Na+].[C:11]1(=[O:21])[C:20]2[C:15](=[CH:16][CH:17]=[CH:18][CH:19]=2)[CH2:14][CH2:13][CH2:12]1.C(O)(=O)C>C1(C)C=CC=CC=1>[O:21]=[C:11]1[C:20]2[C:15](=[CH:16][CH:17]=[CH:18][CH:19]=2)[CH2:14][CH2:13][CH:12]1[C:1]([O:5][CH2:6][CH3:7])=[O:8] |f:1.2|. Procedure details: To a solution of diethyl carbonate (200 g) in toluene (800 ml) was added 60% sodium hydride (27.4 g), and the mixture was stirred at 50° C. for 30 minutes, and thereto was added dropwise a solution of 3,4-dihydro-1(2H)-napthalenone (50 g) in toluene (200 ml). The mixture was refluxed for one hour, and poured into ice-water, and the mixture was neutralized with acetic acid. The toluene layer was collected, washed successively with an aqueous potassium carbonate solution and water, dried over anhy... The reactants are O=Cc1cccc(OCc2ccccc2)c1OCC1CC1, CO, Clc1cnc2[nH]ccc2c1, [K+], [OH-], O. Product: OC(c1cccc(OCc2ccccc2)c1OCC1CC1)c1c[nH]c2ncc(Cl)cc12. Reaction SMILES: [CH2:11]([c:12]1[cH:13][cH:14][cH:15][cH:16][cH:17]1)[O:18][c:19]1[c:20]([O:27][CH2:28][CH:29]2[CH2:30][CH2:31]2)[c:21]([CH:22]=[O:23])[cH:24][cH:25][cH:26]1.[CH3:35][OH:36].[Cl:1][c:2]1[cH:3][c:4]2[c:5]([n:6][cH:7]1)[nH:8][cH:9][cH:10]2.[K+:33].[OH-:32].[OH2:34]>>[Cl:1][c:2]1[cH:3][c:4]2[c:5]([n:6][cH:7]1)[nH:8][cH:9][c:10]2[CH:22]([c:21]1[c:20]([O:27][CH2:28][CH:29]2[CH2:30][CH2:31]2)[c:19]([O:18][CH2:11][c:12]2[cH:13][cH:14][cH:15][cH:16][cH:17]2)[cH:26][cH:25][cH:24]1)[OH:23].